From a dataset of the Open Reaction Database (ORD), a public repository of structured organic reaction records. describe an organic reaction: reactants, conditions, products, and yield Reactants: CN(CCNC=1N=[N+](C2=C(N1)C=C1C(=C2)CCO1)[O-])C (N1,N1-Dimethyl-N2-(1-oxido-7,8-dihydrofuro[2,3-g][1,2,4]benzotriazin-3-yl)-1,2-ethanediamine), C(=O)(C(F)(F)F)O (TFA), N (NH3), OO (H2O2), C(=O)(C(F)(F)F)OC(=O)C(F)(F)F (TFAA). Run in C(Cl)(Cl)Cl (CHCl3), C(Cl)Cl (DCM). Conditions: temperature 20 celsius, time 10 minute. Yields the product [O-][N+]1=NC(=[N+](C2=C1C=C1C(=C2)OCC1)[O-])NCCN(C)C (N1-(1,4-Dioxido-7,8-dihydrofuro[2,3-g][1,2,4]benzotriazin-3-yl)-N2,N2-dimethyl-1,2-ethanediamine). Isolated yield 53.4%. RXN SMILES: OO.C(OC(C(F)(F)F)=O)(C(F)(F)F)=[O:4].[CH3:16][N:17]([CH3:35])[CH2:18][CH2:19][NH:20][C:21]1[N:22]=[N+:23]([O-:34])[C:24]2[CH:30]=[C:29]3[CH2:31][CH2:32][O:33][C:28]3=[CH:27][C:25]=2[N:26]=1.C(O)(C(F)(F)F)=O.N>C(Cl)Cl.C(Cl)(Cl)Cl>[O-:34][N+:23]1[C:24]2[CH:30]=[C:29]3[CH2:31][CH2:32][O:33][C:28]3=[CH:27][C:25]=2[N+:26]([O-:4])=[C:21]([NH:20][CH2:19][CH2:18][N:17]([CH3:35])[CH3:16])[N:22]=1. Reported procedure: H2O2 (70%, 0.18 mL, ca. 3.6 mmol) was added dropwise to a stirred solution of TFAA (0.51 mL, 3.6 mmol) in DCM (6 mL) at 0° C. The solution was stirred at 20° C. for 10 min, then cooled to 0° C., added to a solution of 1-oxide 207 (100 mg, 0.36 mmol) and TFA (0.06 mL, 0.78 mmol) in CHCl3 (6 mL) at 0° C. and the solution stirred at 20° C. for 4.5 h. The solution was cooled to 0° C., made basic with dilute aqueous NH3 solution and extracted with CHCl3 (3×10 mL). The combined organic fraction was dr... Starting materials: FC1=C(C=CC(=C1F)F)CC(=O)O (2-(2,3,4-trifluorophenyl)acetic acid), C(C)(C)N(C(C)C)CC (N,N diisopropylethylamine), C(C(=O)Cl)(=O)Cl (oxalyl chloride), NC(C(=O)OCC)=NO (ethyl 2-amino-2-(hydroxyimino)acetate). Solvent: ClCCl (dichloromethane), CN(C)C=O (DMF), N1=CC=CC=C1 (pyridine), ClCCl (dichloromethane). Yields the product FC1=C(CC2=NC(=NO2)C(=O)OCC)C=CC(=C1F)F (ethyl 5-(2,3,4-trifluorobenzyl)-1,2,4-oxadiazole-3-carboxylate). Yield: 12.0%. RXN SMILES: [F:1][C:2]1[C:7]([F:8])=[C:6]([F:9])[CH:5]=[CH:4][C:3]=1[CH2:10][C:11]([OH:13])=O.C(Cl)(=O)C(Cl)=O.[NH2:20][C:21](=[N:27]O)[C:22]([O:24][CH2:25][CH3:26])=[O:23].C(N(CC)C(C)C)(C)C>ClCCl.N1C=CC=CC=1.CN(C=O)C>[F:1][C:2]1[C:7]([F:8])=[C:6]([F:9])[CH:5]=[CH:4][C:3]=1[CH2:10][C:11]1[O:13][N:27]=[C:21]([C:22]([O:24][CH2:25][CH3:26])=[O:23])[N:20]=1. Procedure: This compound was prepared according to general method 2 with (step I) 2-(2,3,4-trifluorophenyl)acetic acid (0.360 g; 1.89 mmol) and oxalyl chloride (0.176 mL; 2.08 mmol) in dichloromethane (12 mL) with few drops of DMF and (step II) ethyl 2-amino-2-(hydroxyimino)acetate (0.250 g; 1.89 mmol) and N,N diisopropylethylamine (0.527 mL; 3.03 mmol) in dichloromethane (10 mL) and (step III) pyridine (18 mL). The crude material was purified by flash chromatography on silica (eluent 20 to 100% ethyl acet... Starting materials: solid, Cl.Cl.O1CCC2=C1C=CC=C2C2CCN(CC2)CC[C@@H]2CC[C@H](CC2)N (trans-4-{2-[4-(2,3-dihydro-benzofuran-4-yl)-piperidin-1-yl]-ethyl}-cyclohexylamine dihydrochloride), Cl.Cl.O1CCC2=C1C=CC=C2C2CCN(CC2)CC[C@@H]2CC[C@H](CC2)N (trans-4-{2-[4-(2,3-dihydro-benzofuran-4-yl)-piperidin-1-yl]-ethyl}-cyclohexylamine dihydrochloride), O1CCC(CC1)C(=O)O (tetrahydropyran-4-yl-carboxylic acid). Yields the product O1CCC2=C1C=CC=C2C2CCN(CC2)CC[C@@H]2CC[C@H](CC2)NC(=O)C2CCOCC2 (Tetrahydro-pyran-4-carboxylic acid trans-(4-{2-[4-(2,3-dihydro-benzofuran-4-yl)-piperidin-1-yl]-ethyl}-cyclohexyl)-amide). Reaction SMILES: Cl.Cl.[O:3]1[C:7]2[CH:8]=[CH:9][CH:10]=[C:11]([CH:12]3[CH2:17][CH2:16][N:15]([CH2:18][CH2:19][C@H:20]4[CH2:25][CH2:24][C@H:23]([NH2:26])[CH2:22][CH2:21]4)[CH2:14][CH2:13]3)[C:6]=2[CH2:5][CH2:4]1.[O:27]1[CH2:32][CH2:31][CH:30]([C:33](O)=[O:34])[CH2:29][CH2:28]1>>[O:3]1[C:7]2[CH:8]=[CH:9][CH:10]=[C:11]([CH:12]3[CH2:17][CH2:16][N:15]([CH2:18][CH2:19][C@H:20]4[CH2:21][CH2:22][C@H:23]([NH:26][C:33]([CH:30]5[CH2:31][CH2:32][O:27][CH2:28][CH2:29]5)=[O:34])[CH2:24][CH2:25]4)[CH2:14][CH2:13]3)[C:6]=2[CH2:5][CH2:4]1 |f:0.1.2|. Reported procedure: The title compound, off-white solid (28 mg, 34%), MS (ISP) m/z=441.5 [(M+H)+], mp 227° C., was prepared in accordance with the general method of example 1 from trans-4-{2-[4-(2,3-dihydro-benzofuran-4-yl)-piperidin-1-yl]-ethyl}-cyclohexylamine dihydrochloride (intermediate B) (75 mg, 0.19 mmol) and tetrahydropyran-4-yl-carboxylic acid. Starting materials: OC1=C(C(=O)OC)C=CC(=C1)I (methyl 2-hydroxy-4-iodobenzoate), [H-].[Na+] (sodium hydride), O (water), IC (iodomethane). The solvent is CN(C)C=O (DMF), CN(C)C=O (DMF). Run at time 2 hour. Product: IC1=CC(=C(C(=O)OC)C=C1)OC (methyl 4-iodo-2-methoxybenzoate). RXN SMILES: [H-].[Na+].[OH:3][C:4]1[CH:13]=[C:12]([I:14])[CH:11]=[CH:10][C:5]=1[C:6]([O:8][CH3:9])=[O:7].I[CH3:16].O>CN(C=O)C>[I:14][C:12]1[CH:11]=[CH:10][C:5]([C:6]([O:8][CH3:9])=[O:7])=[C:4]([O:3][CH3:16])[CH:13]=1 |f:0.1|. Procedure details: 238 mg (7.9 mmol) of sodium hydride (80% in oil) and 20 ml of DMF were introduced into a three-necked flask, a solution of 2 g (7.2 mmol) of methyl 2-hydroxy-4-iodobenzoate in 50 ml of DMF was added dropwise and stirring was carried out until gas evolution had ceased. 540 μl (8.6 mmol) of iodomethane were then added and stirring was carried out at room temperature for two hours. The reaction mixture was poured into water and extracted with ethyl ether. The organic phase was separated by settling... Product: [NH4+].[OH-].ClCCl (NH4OH dichloromethane), C1(CCCC1)NC=1C=C(C=CC1)C=1N=C2C(=NC1)NC=C2C(C(C)(C)C)=O (1-[2-(3-Cyclopentylamino-phenyl)-5H-pyrrolo[2,3-b]pyrazin-7-yl]-2,2-dimethyl-propan-1-one). Starting materials: C1(CCCC1)NC=1C=C(C=CC1)C=1N=C2C(=NC1)N(C=C2C(C(C)(C)C)=O)COCC[Si](C)(C)C (1-[2-(3-Cyclopentylamino-phenyl)-5-(2-trimethylsilanyl-ethoxymethyl)-5H-pyrrolo[2,3-b]pyrazin-7-yl]-2,2-dimethyl-propan-1-one), ClCCl (dichloromethane), [OH-].[K+] (potassium hydroxide), CO (MeOH), C(Cl)Cl (CH2Cl2). Procedure details: A solution of 1-[2-(3-Cyclopentylamino-phenyl)-5-(2-trimethylsilanyl-ethoxymethyl)-5H-pyrrolo[2,3-b]pyrazin-7-yl]-2,2-dimethyl-propan-1-one (0.1781 g, 0.361 mmol) in 1 mL of dichloromethane and 1 mL of trifluoroacetic acid was stirred for 3 h then concentrated to a yellow oil. The oil was dissolved in 1 mL of methanol and the solution was treated with potassium hydroxide (0.24 g, 4.34 mmol). Preparative thin layer chromatography (50% 60:10:1 CH2Cl2:MeOH:NH4OH/dichloromethane) afforded 0.070 g (5... As a reaction SMILES: [CH:1]1([NH:6][C:7]2[CH:8]=[C:9]([C:13]3[N:14]=[C:15]4[C:21]([C:22](=[O:27])[C:23]([CH3:26])([CH3:25])[CH3:24])=[CH:20][N:19](COCC[Si](C)(C)C)[C:16]4=[N:17][CH:18]=3)[CH:10]=[CH:11][CH:12]=2)[CH2:5][CH2:4][CH2:3][CH2:2]1.[OH-].[K+].CO.[Cl:40][CH2:41][Cl:42]>FC(F)(F)C(O)=O>[NH4+:6].[OH-:27].[Cl:40][CH2:41][Cl:42].[CH:1]1([NH:6][C:7]2[CH:8]=[C:9]([C:13]3[N:14]=[C:15]4[C:21]([C:22](=[O:27])[C:23]([CH3:25])([CH3:24])[CH3:26])=[CH:20][NH:19][C:16]4=[N:17][CH:18]=3)[CH:10]=[CH:11][CH:12]=2)[CH2:2][CH2:3][CH2:4][CH2:5]1 |f:1.2,6.7.8|. Run in FC(C(=O)O)(F)F (trifluoroacetic acid). The yield is 53.0%. Starting materials: BrCCCOC1=CC=C2CCC(OC2=C1)(C(=O)OCC)CC (ethyl 7-(3-bromopropoxy)-2-ethylchromane-2-carboxylate), FC(C1=NOC2=C1C=CC(=C2CCC)O)(F)F (3-trifluoromethyl-7-propyl-6-hydroxybenzisoxazole), C([O-])([O-])=O.[Cs+].[Cs+] (cesium carbonate). The solvent is CN(C)C=O (DMF). Conditions: temperature 70 celsius. Product: FC(C1=NOC2=C1C=CC(=C2CCC)OCCCOC2=CC=C1CCC(OC1=C2)(C(=O)OCC)CC)(F)F (Ethyl 7-(3-(3-trifluoromethyl-7-propyl-6-benz-[4,5]-isoxazoloxy)propoxy)-2-ethylchromane-2-carboxylate). Yield: 85.0%. As a reaction SMILES: Br[CH2:2][CH2:3][CH2:4][O:5][C:6]1[CH:15]=[C:14]2[C:9]([CH2:10][CH2:11][C:12]([CH2:21][CH3:22])([C:16]([O:18][CH2:19][CH3:20])=[O:17])[O:13]2)=[CH:8][CH:7]=1.[F:23][C:24]([F:39])([F:38])[C:25]1[C:29]2[CH:30]=[CH:31][C:32]([OH:37])=[C:33]([CH2:34][CH2:35][CH3:36])[C:28]=2[O:27][N:26]=1.C(=O)([O-])[O-].[Cs+].[Cs+]>CN(C=O)C>[F:39][C:24]([F:23])([F:38])[C:25]1[C:29]2[CH:30]=[CH:31][C:32]([O:37][CH2:2][CH2:3][CH2:4][O:5][C:6]3[CH:15]=[C:14]4[C:9]([CH2:10][CH2:11][C:12]([CH2:21][CH3:22])([C:16]([O:18][CH2:19][CH3:20])=[O:17])[O:13]4)=[CH:8][CH:7]=3)=[C:33]([CH2:34][CH2:35][CH3:36])[C:28]=2[O:27][N:26]=1 |f:2.3.4|. Reported procedure: To a 2 ml DMF solution of ethyl 7-(3-bromopropoxy)-2-ethylchromane-2-carboxylate (40 mg, 0.108 mmol) and 3-trifluoromethyl-7-propyl-6-hydroxybenzisoxazole (U.S. Pat. No. 6,090,836) (29 mg, 0.118 mmol) was added cesium carbonate (39 mg, 0.12 mmol). The resulting suspension was heated to 70° C. for 5 hr. The solvent was removed under reduced pressure. The residue was diluted with AcOEt and water. The organic layer was separated, and the aqueous layer was extracted twice with AcOEt. The combined or... Reactants: CC(CO)(CN1CCCCC1)C (2,2-dimethyl-3-piperidin-1-yl-propan-1-ol), CS(=O)(=O)Cl (methanesulfonyl chloride). Solvent: ClCCl (dichloromethane). Run at time 2.5 hour. Yields the product CC(COS(=O)(=O)C)(CN1CCCCC1)C (Methanesulfonic acid 2,2-dimethyl-3-piperidin-1-yl-propyl ester). Reaction SMILES: [CH3:1][C:2]([CH3:12])([CH2:5][N:6]1[CH2:11][CH2:10][CH2:9][CH2:8][CH2:7]1)[CH2:3][OH:4].[CH3:13][S:14](Cl)(=[O:16])=[O:15]>ClCCl>[CH3:1][C:2]([CH3:12])([CH2:5][N:6]1[CH2:11][CH2:10][CH2:9][CH2:8][CH2:7]1)[CH2:3][O:4][S:14]([CH3:13])(=[O:16])=[O:15]. Procedure: A solution of 0.51 g (2.99 mmol) of 2,2-dimethyl-3-piperidin-1-yl-propan-1-ol in 7 ml of dichloromethane was treated at 0° C. with 0.24 ml (179.59 mmol) of methanesulfonyl chloride and stirred at RT for 2.5 h. The reaction was extracted with aqueous saturated NaHCO3 /Et2O (3×). The organic phases were washed with aqueous saturated NaHCO3, dried over Na2SO4 and evaporated to give 0.85 g (quantitative) of the title compound as light brown oil. MS: 249.2 (M+).